Dataset: the Open Reaction Database (ORD), a public repository of structured organic reaction records. Task: describe an organic reaction: reactants, conditions, products, and yield Starting materials: O=C(Cl)C(=O)Cl, ClCCl, O=C(O)C1CCc2sc3ccc(F)cc3c2C1, CN(C)C=O, O. Product: NC(=O)C1CCc2sc3ccc(F)cc3c2C1. As a reaction SMILES: [Cl:18][C:19]([C:20]([Cl:21])=[O:22])=[O:23].[Cl:29][CH2:30][Cl:31].[F:1][c:2]1[cH:3][cH:4][c:5]2[c:6]([c:7]3[c:8]([s:9]2)[CH2:10][CH2:11][CH:12]([C:14](=[O:15])[OH:16])[CH2:13]3)[cH:17]1.[O:24]=[CH:25][N:26]([CH3:27])[CH3:28].[OH2:32]>>[F:1][c:2]1[cH:3][cH:4][c:5]2[c:6]([c:7]3[c:8]([s:9]2)[CH2:10][CH2:11][CH:12]([C:14](=[O:15])[NH2:26])[CH2:13]3)[cH:17]1. The reactants are CC(C)(O[C@@H]1CC[C@@H]2CC(=C(C[C@@]12C)C(=O)OC)O)C ((3R,3aR,7aR)-3-(1,1-Dimethylethoxy)-2,3,3a,4,7,7a-Hexahydro-6-hydroxy-3a-methyl-1H-indene-5-carboxylic acid, methyl ester), C=CC(CCCC=C)=O (1,7-octadien-3-one), N#N (N2). The solvent is C(Cl)Cl (CH2Cl2). Conditions: temperature 180 celsius, time 16 hour. The product is CC(C)(O[C@@H]1CC[C@@H]2CC(C(C[C@@]12C)(C(=O)OC)CCC(CCCC=C)=O)=O)C ((3R,3aR,7aR)-3-(1,1-Dimethylethoxy)octahydro-3a-methyl-6-oxo-5-(3-oxo-7-octen-1-yl)-1H-indene-5-carboxylic acid, methyl ester). Isolated yield 90.7%. Reaction SMILES: N#N.[CH3:3][C:4]([CH3:22])([O:6][C@H:7]1[C@@:15]2([CH3:16])[C@@H:10]([CH2:11][C:12]([OH:21])=[C:13]([C:17]([O:19][CH3:20])=[O:18])[CH2:14]2)[CH2:9][CH2:8]1)[CH3:5].[CH2:23]=[CH:24][C:25](=[O:31])[CH2:26][CH2:27][CH2:28][CH:29]=[CH2:30]>C(Cl)Cl>[CH3:5][C:4]([CH3:22])([O:6][C@H:7]1[C@@:15]2([CH3:16])[C@@H:10]([CH2:11][C:12](=[O:21])[C:13]([CH2:23][CH2:24][C:25](=[O:31])[CH2:26][CH2:27][CH2:28][CH:29]=[CH2:30])([C:17]([O:19][CH3:20])=[O:18])[CH2:14]2)[CH2:9][CH2:8]1)[CH3:3]. Procedure: Neutral alumina (15 g) was heated in a flask at 180° C. under high vacuum for 4 h. After cooling down to room temperature, the flask was filled with N2. Compound 31 (7.2 g, 25.5 mmol), 1,7-octadien-3-one (4.3 g, 30 mmol), and CH2Cl2 (30 mL) were added to the anhydrous alumina at room temperature. The mixture was stirred at room temperature for 16 h. The suspension was filtered through Celite® 545 which was washed with CH2Cl2 (100 mL×3). The solvent was removed under reduced pressure and the resi... Reactants: ClCCl, CC(=O)OC(C)=O, Nc1ccc(CCCNc2ncnc3scc(-c4ccc(F)cc4)c23)cc1. Product: CC(=O)Nc1ccc(CCCNc2ncnc3scc(-c4ccc(F)cc4)c23)cc1. Reaction SMILES: [CH2:35]([Cl:36])[Cl:37].[CH3:28][C:29](=[O:30])[O:31][C:32](=[O:33])[CH3:34].[NH2:1][c:2]1[cH:3][cH:4][c:5]([CH2:8][CH2:9][CH2:10][NH:11][c:12]2[c:13]3[c:14]([n:15][cH:16][n:17]2)[s:18][cH:19][c:20]3-[c:21]2[cH:22][cH:23][c:24]([F:27])[cH:25][cH:26]2)[cH:6][cH:7]1>>[NH:1]([c:2]1[cH:3][cH:4][c:5]([CH2:8][CH2:9][CH2:10][NH:11][c:12]2[c:13]3[c:14]([n:15][cH:16][n:17]2)[s:18][cH:19][c:20]3-[c:21]2[cH:22][cH:23][c:24]([F:27])[cH:25][cH:26]2)[cH:6][cH:7]1)[C:29]([CH3:28])=[O:30]. Reactants: O (water), solution, B(Br)(Br)Br (boron tribromide), C(CC)OC=1SC(=CC1)C1=CC=C(C=C1)C1=CC=C(C=C1)CCCCCC (2-propyloxy-5-(4′-hexylbiphenyl-4-yl)thiophene). The solvent is ClCCl (dichloromethane), ClCCl (dichloromethane). Run at time 8 hour. The product is OC=1SC(=CC1)C1=CC=C(C=C1)C1=CC=C(C=C1)CCCCCC (2-hydroxy-5-(4′-hexylbiphenyl-4-yl)thiophene). Reaction SMILES: B(Br)(Br)Br.C([O:8][C:9]1[S:10][C:11]([C:14]2[CH:19]=[CH:18][C:17]([C:20]3[CH:25]=[CH:24][C:23]([CH2:26][CH2:27][CH2:28][CH2:29][CH2:30][CH3:31])=[CH:22][CH:21]=3)=[CH:16][CH:15]=2)=[CH:12][CH:13]=1)CC.O>ClCCl>[OH:8][C:9]1[S:10][C:11]([C:14]2[CH:19]=[CH:18][C:17]([C:20]3[CH:25]=[CH:24][C:23]([CH2:26][CH2:27][CH2:28][CH2:29][CH2:30][CH3:31])=[CH:22][CH:21]=3)=[CH:16][CH:15]=2)=[CH:12][CH:13]=1. Procedure details: A 1M solution of boron tribromide in dichloromethane (50 cm3) is added dropwise to a solution of 2-propyloxy-5-(4′-hexylbiphenyl-4-yl)thiophene [Zh. Org. Khim., (1979) Vol. 49, pp. 476] (1.0 g) and dichloromethane (50 cm3) at 0° C. under an atmosphere of nitrogen. The reaction solution is stirred overnight and water (100 cm3) added. The organic layer is separated off and the aqueous layer extracted with dichloromethane (2×100 cm3). The combined organic layers are washed with brine (2×100 cm3) an... Starting materials: C1(CC1)S(=O)(=O)C1=CC=C(C=C1)C(C(=O)O)OC1=C(C=C(C=C1)F)F (2-(4-cyclopropanesulfonylphenyl)-2-(2,4-difluorophenoxy)acetic acid), COC1=CN=C(S1)N (5-methoxy-thiazol-2-ylamine), C=1C=CC2=C(C1)N=NN2O (HOBt), CCN=C=NCCCN(C)C (EDCI), CN1CCOCC1 (N-methyl morpholine). Run in C(Cl)Cl (DCM), CN(C)C=O (DMF), O (water). Reaction conditions: time 8 hour. Yields the product C1(CC1)S(=O)(=O)C1=CC=C(C=C1)C(C(=O)NC=1SC(=CN1)OC)OC1=C(C=C(C=C1)F)F (2-(4-Cyclopropanesulfonyl-phenyl)-2-(2,4-difluoro-phenoxy)-N-(5-methoxy-thiazol-2-yl)-acetamide). Yield: 34.7%. Reaction SMILES: [CH:1]1([S:4]([C:7]2[CH:12]=[CH:11][C:10]([CH:13]([O:17][C:18]3[CH:23]=[CH:22][C:21]([F:24])=[CH:20][C:19]=3[F:25])[C:14](O)=[O:15])=[CH:9][CH:8]=2)(=[O:6])=[O:5])[CH2:3][CH2:2]1.[CH3:26][O:27][C:28]1[S:32][C:31]([NH2:33])=[N:30][CH:29]=1.C1C=CC2N(O)N=NC=2C=1.CCN=C=NCCCN(C)C.CN1CCOCC1>CN(C=O)C.O.C(Cl)Cl>[CH:1]1([S:4]([C:7]2[CH:12]=[CH:11][C:10]([CH:13]([O:17][C:18]3[CH:23]=[CH:22][C:21]([F:24])=[CH:20][C:19]=3[F:25])[C:14]([NH:33][C:31]3[S:32][C:28]([O:27][CH3:26])=[CH:29][N:30]=3)=[O:15])=[CH:9][CH:8]=2)(=[O:6])=[O:5])[CH2:2][CH2:3]1. Procedure details: To a mixture of 2-(4-cyclopropanesulfonylphenyl)-2-(2,4-difluorophenoxy)acetic acid (0.1 g, 0.27 mmol), 5-methoxy-thiazol-2-ylamine (0.042 g, 0.33 mmol), HOBt (0.044 g, 0.33 mmol), and EDCI (0.062 g, 0.33 mmol), in DMF (10 mL), was added N-methyl morpholine (0.034 g, 0.33 mmom). The resulting mixture was stirred at room temperature overnight followed by dilution with DCM. The reaction mixture was poured into water; organic layer was washed with water, brine, dried over sodium sulfate, and the or... Starting materials: C(C)I (ethyl iodide), C(=O)([O-])[O-].[Cs+].[Cs+] (Cs2CO3), BrC=1C(=C(SC1)C(C1=CC=NC=C1)=O)C(=O)O (4-bromo-2-isonicotinoylthiophene-3-carboxylic acid). Run in CC#N (CH3CN). Run at time 12 hour. Product: BrC=1C(=C(SC1)C(C1=CC=NC=C1)=O)C(=O)OCC (Ethyl 4-bromo-2-isonicotinoylthiophene-3-carboxylate). Yield: 25.1%. Reaction SMILES: [CH2:1](I)[CH3:2].C([O-])([O-])=O.[Cs+].[Cs+].[Br:10][C:11]1[C:12]([C:24]([OH:26])=[O:25])=[C:13]([C:16](=[O:23])[C:17]2[CH:22]=[CH:21][N:20]=[CH:19][CH:18]=2)[S:14][CH:15]=1>CC#N>[Br:10][C:11]1[C:12]([C:24]([O:26][CH2:1][CH3:2])=[O:25])=[C:13]([C:16](=[O:23])[C:17]2[CH:18]=[CH:19][N:20]=[CH:21][CH:22]=2)[S:14][CH:15]=1 |f:1.2.3|. Reported procedure: A mixture of ethyl iodide (3.78 mL, 48.06 mmol), Cs2CO3 (15.66 g, 48.06 mmol) and 4-bromo-2-isonicotinoylthiophene-3-carboxylic acid (5 g, 16.02 mmol) in CH3CN (150 mL) was stirred at room temperature for about 12 h in a 250 mL round-bottomed flask. After completion of the reaction, the solvent was removed under reduced pressure. The reaction mixture was diluted with water and the aqueous layer was back extracted with ethyl acetate (3×100 mL). The combined organic layers were dried with Na2SO4, ... Reactants: O=C(O)CBr, CO, CC(C)(C)c1cc(-c2n[nH]c(=S)s2)cc(C(C)(C)C)c1O, [Na+], [OH-]. Product: CC(C)(C)c1cc(-c2nnc(SCC(=O)O)s2)cc(C(C)(C)C)c1O. As a reaction SMILES: [Br:24][CH2:25][C:26](=[O:27])[OH:28].[CH3:29][OH:30].[CH3:3][C:4]([CH3:5])([CH3:6])[c:7]1[cH:8][c:9](-[c:18]2[n:19][nH:20][c:21](=[S:23])[s:22]2)[cH:10][c:11]([C:14]([CH3:15])([CH3:16])[CH3:17])[c:12]1[OH:13].[Na+:2].[OH-:1]>>[CH3:3][C:4]([CH3:5])([CH3:6])[c:7]1[cH:8][c:9](-[c:18]2[n:19][n:20][c:21]([S:23][CH2:25][C:26](=[O:27])[OH:28])[s:22]2)[cH:10][c:11]([C:14]([CH3:15])([CH3:16])[CH3:17])[c:12]1[OH:13].